From a dataset of the Open Reaction Database (ORD), a public repository of structured organic reaction records. describe an organic reaction: reactants, conditions, products, and yield Reactants: C(O)([O-])=O.[Na+] (sodium hydrogencarbonate), O=C1[C@@H]([C@H]2CC(=C(N12)C(=O)OCC1=CC=C(C=C1)[N+](=O)[O-])C1=CC(=CC=C1)O[Si](C)(C)C)[C@@H](C)O[Si](C)(C)C (4-nitrobenzyl (5R,6S)-7-oxo-6-{(1R)-1-[(trimethylsilyl)oxy]ethyl}-3-{3-[(trimethylsilyl)oxy]phenyl}-1-azabicyclo[3.2.0]hept-2-ene-2-carboxylate), C(C)(=O)O (acetic acid), [F-].C(CCC)[N+](CCCC)(CCCC)CCCC.C1CCOC1 (tetrabutylammonium fluoride THF). Solvent: C(C)(=O)OCC (ethyl acetate), C1CCOC1 (THF). Conditions: time 15 minute. Product: OC=1C=C(C=CC1)C1=C(N2C([C@@H]([C@H]2C1)[C@@H](C)O[Si](C)(C)C)=O)C(=O)OCC1=CC=C(C=C1)[N+](=O)[O-] (4-nitrobenzyl (5R,6S)-3-(3-hydroxyphenyl)-7-oxo-6-{(1R)-1-[(trimethylsilyl)oxy]ethyl}-1-azabicyclo[3.2.0]hept-2-ene-2-carboxylate). As a reaction SMILES: [O:1]=[C:2]1[N:8]2[C@H:4]([CH2:5][C:6]([C:22]3[CH:27]=[CH:26][CH:25]=[C:24]([O:28][Si](C)(C)C)[CH:23]=3)=[C:7]2[C:9]([O:11][CH2:12][C:13]2[CH:18]=[CH:17][C:16]([N+:19]([O-:21])=[O:20])=[CH:15][CH:14]=2)=[O:10])[C@H:3]1[C@H:33]([O:35][Si:36]([CH3:39])([CH3:38])[CH3:37])[CH3:34].C(O)(=O)C.[F-].C([N+](CCCC)(CCCC)CCCC)CCC.C1COCC1.C(=O)([O-])O.[Na+]>C1COCC1.C(OCC)(=O)C>[OH:28][C:24]1[CH:23]=[C:22]([C:6]2[CH2:5][C@H:4]3[N:8]([C:2](=[O:1])[C@@H:3]3[C@H:33]([O:35][Si:36]([CH3:38])([CH3:39])[CH3:37])[CH3:34])[C:7]=2[C:9]([O:11][CH2:12][C:13]2[CH:18]=[CH:17][C:16]([N+:19]([O-:21])=[O:20])=[CH:15][CH:14]=2)=[O:10])[CH:27]=[CH:26][CH:25]=1 |f:2.3.4,5.6|. Reported procedure: To a solution of 4-nitrobenzyl (5R,6S)-7-oxo-6-{(1R)-1-[(trimethylsilyl)oxy]ethyl}-3-{3-[(trimethylsilyl)oxy]phenyl}-1-azabicyclo[3.2.0]hept-2-ene-2-carboxylate (500 mg) in THF (8.6 ml) was added at −78° C. acetic acid (51 mg). Thereto was dropped 1M tetrabutylammonium fluoride/THF solution (0.86 ml), and the mixture was stirred at the same temperature for 15 minutes. The reaction mixture was poured into a mixture of a cold aqueous sodium hydrogencarbonate (72 mg) and ethyl acetate. The mixture ... Starting materials: O=C1OCc2ccccc21, CCN1C(=O)Cc2cc(O)ccc21, CO, [Na+], [Na], [OH-]. Product: CCN1C(=O)Cc2cc(OCc3ccccc3C(=O)O)ccc21. As a reaction SMILES: [C:17]1(=[O:18])[O:19][CH2:20][c:21]2[cH:22][cH:23][cH:24][cH:25][c:26]21.[CH2:3]([CH3:4])[N:5]1[C:6](=[O:15])[CH2:7][c:8]2[cH:9][c:10]([OH:14])[cH:11][cH:12][c:13]21.[CH3:27][OH:28].[Na+:2].[Na:16].[OH-:1]>>[CH2:3]([CH3:4])[N:5]1[C:6](=[O:15])[CH2:7][c:8]2[cH:9][c:10]([O:14][CH2:20][c:21]3[cH:22][cH:23][cH:24][cH:25][c:26]3[C:17](=[O:18])[OH:19])[cH:11][cH:12][c:13]21. Starting materials: C(C)(C)(C)OC(=O)N1CCC=2C(=C(N3N=CC=C3N2)N2CC(C2)C(=O)N2CC(CC2)C#C)CC1 (10-[3-(3-Ethynyl-pyrrolidine-1-carbonyl)-azetidin-1-yl]-5,6,8,9-tetrahydro-1,4,7,10a-tetraaza-cyclohept[f]indene-7-carboxylic acid tert-butyl ester), C(=O)(C(F)(F)F)O (TFA), CO (MeOH). Run in C(Cl)Cl (DCM). Reaction conditions: time 3 hour. The product is C(#C)C1CN(CC1)C(=O)C1CN(C1)C=1N2N=CC=C2N=C2C1CCNCC2 ((3-Ethynyl-pyrrolidin-1-yl)-[1-(6,7,8,9-tetrahydro-5H-1,4,7,10a-tetraaza-cyclohepta[f]inden-10-yl)-azetidin-3-yl]methanone). As a reaction SMILES: C(OC([N:8]1[CH2:34][CH2:33][C:12]2=[C:13]([N:20]3[CH2:23][CH:22]([C:24]([N:26]4[CH2:30][CH2:29][CH:28]([C:31]#[CH:32])[CH2:27]4)=[O:25])[CH2:21]3)[N:14]3[C:18]([N:19]=[C:11]2[CH2:10][CH2:9]1)=[CH:17][CH:16]=[N:15]3)=O)(C)(C)C.C(O)(C(F)(F)F)=O.CO>C(Cl)Cl>[C:31]([CH:28]1[CH2:29][CH2:30][N:26]([C:24]([CH:22]2[CH2:21][N:20]([C:13]3[N:14]4[C:18]([N:19]=[C:11]5[CH2:10][CH2:9][NH:8][CH2:34][CH2:33][C:12]=35)=[CH:17][CH:16]=[N:15]4)[CH2:23]2)=[O:25])[CH2:27]1)#[CH:32]. Procedure details: To 36 mg (0.08 mmol) 10-[3-(3-Ethynyl-pyrrolidine-1-carbonyl)-azetidin-1-yl]-5,6,8,9-tetrahydro-1,4,7,10a-tetraaza-cyclohept[f]indene-7-carboxylic acid tert-butyl ester in 10 mL DCM was added 0.4 mL TFA and stirring was continued for 3 h at room temperature. After addition of 2 mL of MeOH 2M NaOH added drop wise to neutralize the reaction mixture. The solvents were evaporated and the residue was purified by HPLC. Starting materials: ClC1=NC(=NC(=C1NC=O)NOCCCP(=O)(OCC)OCC)NC=O (4-chloro-6-[[3-(diethoxyphosphoryl)-propoxy]amino]-2,5-diformamidopyrimidine), N (ammonia). Run in C(C)(=O)OC(OCC)OCC (diethoxymethyl acetate), CO (methanol). Conditions: time 1 hour. Yields the product ClC1=C2N=CN(C2=NC(=N1)NC=O)OCCCP(=O)(OCC)OCC (6-Chloro-9-[3-(diethoxyphosphoryl)propoxy]-2-formamidopurine). As a reaction SMILES: [Cl:1][C:2]1[C:7]([NH:8][CH:9]=O)=[C:6]([NH:11][O:12][CH2:13][CH2:14][CH2:15][P:16]([O:21][CH2:22][CH3:23])([O:18][CH2:19][CH3:20])=[O:17])[N:5]=[C:4]([NH:24][CH:25]=[O:26])[N:3]=1.N>C(OC(OCC)OCC)(=O)C.CO>[Cl:1][C:2]1[N:3]=[C:4]([NH:24][CH:25]=[O:26])[N:5]=[C:6]2[C:7]=1[N:8]=[CH:9][N:11]2[O:12][CH2:13][CH2:14][CH2:15][P:16]([O:21][CH2:22][CH3:23])([O:18][CH2:19][CH3:20])=[O:17]. Procedure details: A solution of 4-chloro-6-[[3-(diethoxyphosphoryl)-propoxy]amino]-2,5-diformamidopyrimidine (1.1 g, 2.7 mmol) in diethoxymethyl acetate (15 ml) was heated at 120° C. for 2 hours. The solution was then cooled, evaporated to dryness under reduced pressure and the residue obtained dissolved in methanol (10 ml) and 880 ammonia (1 ml). After standing at ambient temperature for 1 hr, the solvent was removed. The residue was chromatographed on silica gel (dichloromethane-methanol (98:2) as eluant) to gi... The reactants are C(C)OC(=O)C1=CNC2=C1N=CN=C2Cl (4-chloro-5H-pyrrolo[3,2-d]pyrimidine-7-carboxylic acid ethyl ester), C1(CC1)COC1=C(C=C(C=C1)C)B1OC(C(O1)(C)C)(C)C (2-(2-cyclopropylmethoxy-5-methyl-phenyl)-4,4,5,5-tetramethyl-[1,3,2]dioxaborolane). Yields the product C(C)OC(=O)C1=CNC2=C1N=CN=C2C2=C(C=CC(=C2)C)OCC2CC2 (4-(2-Cyclopropylmethoxy-5-methyl-phenyl)-5H-pyrrolo[3,2-d]pyrimidine-7-carboxylic acid ethyl ester). Reaction SMILES: [CH2:1]([O:3][C:4]([C:6]1[C:10]2[N:11]=[CH:12][N:13]=[C:14](Cl)[C:9]=2[NH:8][CH:7]=1)=[O:5])[CH3:2].[CH:16]1([CH2:19][O:20][C:21]2[CH:26]=[CH:25][C:24]([CH3:27])=[CH:23][C:22]=2B2OC(C)(C)C(C)(C)O2)[CH2:18][CH2:17]1>>[CH2:1]([O:3][C:4]([C:6]1[C:10]2[N:11]=[CH:12][N:13]=[C:14]([C:26]3[CH:25]=[C:24]([CH3:27])[CH:23]=[CH:22][C:21]=3[O:20][CH2:19][CH:16]3[CH2:18][CH2:17]3)[C:9]=2[NH:8][CH:7]=1)=[O:5])[CH3:2]. Procedure details: Starting from 4-chloro-5H-pyrrolo[3,2-d]pyrimidine-7-carboxylic acid ethyl ester and 2-(2-cyclopropylmethoxy-5-methyl-phenyl)-4,4,5,5-tetramethyl-[1,3,2]dioxaborolane (example A41) the title compound is obtained as colorless solid. Starting materials: CC(C)(C)N(C([O-])=O)[C@@H](C(=O)NC=1C=NC(=CC1)OC1=CC(=C(C=C1)C)OC)C (1,1-dimethylethyl{(1R)-1-methyl-2-[(6-{[4-methyl-3-(methyloxy)phenyl]oxy}-3-pyridinyl)amino]-2-oxoethyl}carbamate), CC(C)(C)N(C([O-])=O)[C@@H](C(=O)NC=1C=NC(=CC1)OC1=CC(=C(C=C1)C)OC)C (1,1-dimethylethyl{(1R)-1-methyl-2-[(6-{[4-methyl-3-(methyloxy)phenyl]oxy}-3-pyridinyl)amino]-2-oxoethyl}carbamate), C(=O)(C(F)(F)F)O (TFA). Solvent: ClCCl (dichloromethane). Reaction conditions: time 1.5 hour. The product is CC1=C(C=C(C=C1)OC1=CC=C(C=N1)NC([C@H](N)C)=O)OC (N-(6-{[4-methyl-3-(methyloxy)phenyl]oxy}-3-pyridinyl)-D-alaninamide). Yield: 98.0%. Reaction SMILES: CC([N:5]([C@H:9]([CH3:29])[C:10]([NH:12][C:13]1[CH:14]=[N:15][C:16]([O:19][C:20]2[CH:25]=[CH:24][C:23]([CH3:26])=[C:22]([O:27][CH3:28])[CH:21]=2)=[CH:17][CH:18]=1)=[O:11])C(=O)[O-])(C)C.C(O)(C(F)(F)F)=O>ClCCl>[CH3:26][C:23]1[CH:24]=[CH:25][C:20]([O:19][C:16]2[N:15]=[CH:14][C:13]([NH:12][C:10](=[O:11])[C@@H:9]([CH3:29])[NH2:5])=[CH:18][CH:17]=2)=[CH:21][C:22]=1[O:27][CH3:28]. Procedure: To a solution of 1,1-dimethylethyl{(1R)-1-methyl-2-[(6-{[4-methyl-3-(methyloxy)phenyl]oxy}-3-pyridinyl)amino]-2-oxoethyl}carbamate (Intermediate 51, 350 mg) in dry dichloromethane (7.5 mL), TFA (2.5 mL, 32.4 mmol) was slowly added and the reaction mixture was stirred for 1.5 hours at room temperature. The solvent and the excess of TFA were evaporated and the residue was purified with an SCX cartridge (10 g) to afford the title compound as a colourless oil (258 mg). Starting materials: ClC1=NC(=CC(=C1[N+](=O)[O-])NC(CCC)CCC)C (2-Chloro-6-methyl-3-nitro-N-(1-propylbuty)pyridin-4-amine), BrC1=C(N)C=CC(=C1)C(C)C (2-bromo-4-isopropylaniline). The solvent is C(Cl)Cl (CH2Cl2). The product is BrC1=C(C=CC(=C1)C(C)C)N(C1=NC(=CC(=C1[N+](=O)[O-])N)C)C(CCC)CCC (N-[2-Bromo-4-(1-methylethyl)phenyl]-6-methyl-3-nitro-N-(1-propylbutyl)pyridin-2,4-diamine). Yield: 86.3%. As a reaction SMILES: Cl[C:2]1[C:7]([N+:8]([O-:10])=[O:9])=[C:6]([NH:11]C(CCC)CCC)[CH:5]=[C:4]([CH3:19])[N:3]=1.[Br:20][C:21]1[CH:27]=[C:26]([CH:28]([CH3:30])[CH3:29])[CH:25]=[CH:24][C:22]=1[NH2:23]>C(Cl)Cl>[Br:20][C:21]1[CH:27]=[C:26]([CH:28]([CH3:30])[CH3:29])[CH:25]=[CH:24][C:22]=1[N:23]([CH:21]([CH2:27][CH2:26][CH3:28])[CH2:22][CH2:24][CH3:25])[C:2]1[C:7]([N+:8]([O-:10])=[O:9])=[C:6]([NH2:11])[CH:5]=[C:4]([CH3:19])[N:3]=1. Procedure details: 2-Chloro-6-methyl-3-nitro-N-(1-propylbuty)pyridin-4-amine (0.5 g, 1.75 mmol) and 2-bromo-4-isopropylaniline (0.74 g, 3.5 mmol) were heated at 140° C. for 4.5 h. After cooling it was dissolved in CH2Cl2 and filtered through a short column of silica gel. The filtrate was concentrated and chromatographed on silica gel (5% EtOAc/hexanes eluting solvent) to give the product (0.7 g).